describe an organic reaction: reactants, conditions, products, and yield From a dataset of the Open Reaction Database (ORD), a public repository of structured organic reaction records. Starting materials: COC(=O)Cc1ccc(Br)cc1[N+](=O)[O-], CC(=O)O, [Fe]. Yields the product O=C1Cc2ccc(Br)cc2N1. As a reaction SMILES: [Br:1][c:2]1[cH:3][c:4]([N+:13]([O-:14])=[O:15])[c:5]([CH2:8][C:9](=[O:10])[O:11][CH3:12])[cH:6][cH:7]1.[CH3:16][C:17](=[O:18])[OH:19].[Fe:20]>>[Br:1][c:2]1[cH:3][c:4]2[c:5]([cH:6][cH:7]1)[CH2:8][C:9](=[O:10])[NH:13]2.